Dataset: the Open Reaction Database (ORD), a public repository of structured organic reaction records. Task: describe an organic reaction: reactants, conditions, products, and yield Starting materials: Cc1ccccc1, COc1cccc(C2C(=O)c3ccccc3C2=O)c1, ClC(Cl)Cl, I. The product is O=C1c2ccccc2C(=O)C1c1cccc(O)c1. As a reaction SMILES: [CH3:21][c:22]1[cH:23][cH:24][cH:25][cH:26][cH:27]1.[CH3:2][O:3][c:4]1[cH:5][c:6]([CH:10]2[C:11](=[O:20])[c:12]3[cH:13][cH:14][cH:15][cH:16][c:17]3[C:18]2=[O:19])[cH:7][cH:8][cH:9]1.[CH:28]([Cl:29])([Cl:30])[Cl:31].[IH:1]>>[OH:3][c:4]1[cH:5][c:6]([CH:10]2[C:11](=[O:20])[c:12]3[cH:13][cH:14][cH:15][cH:16][c:17]3[C:18]2=[O:19])[cH:7][cH:8][cH:9]1. The reactants are O (water), C([O-])([O-])=O.[K+].[K+] (potassium carbonate), C(C=C)(=O)OC (methyl acrylate), COC=1C=C2C(=CNC2=CC1OC)C1=CC=2C(=NC=CC2)N1S(=O)(=O)C1=CC=C(C=C1)C (2-(5,6-dimethoxy-1H-indol-3-yl]-1-(toluene-4-sulfonyl)-1H-pyrrolo[2,3-b]pyridine). The solvent is C(C)(=O)OCC (ethyl acetate), CN(C=O)C (dimethylformamide). Run at time 16 hour. Yields the product COC=1C=C2C(=CN(C2=CC1OC)CCC(=O)OC)C1=CC=2C(=NC=CC2)N1S(=O)(=O)C1=CC=C(C=C1)C (methyl 3-{5,6-dimethoxy-3-[1-(toluene-4-sulfonyl)-1H-pyrrolo[2,3-b]pyridin-2-yl]indol-1-yl}propionate). As a reaction SMILES: C(=O)([O-])[O-].[K+].[K+].[C:7]([O:11][CH3:12])(=[O:10])[CH:8]=[CH2:9].[CH3:13][O:14][C:15]1[CH:16]=[C:17]2[C:21](=[CH:22][C:23]=1[O:24][CH3:25])[NH:20][CH:19]=[C:18]2[C:26]1[N:34]([S:35]([C:38]2[CH:43]=[CH:42][C:41]([CH3:44])=[CH:40][CH:39]=2)(=[O:37])=[O:36])[C:29]2=[N:30][CH:31]=[CH:32][CH:33]=[C:28]2[CH:27]=1.O>CN(C)C=O.C(OCC)(=O)C>[CH3:13][O:14][C:15]1[CH:16]=[C:17]2[C:21](=[CH:22][C:23]=1[O:24][CH3:25])[N:20]([CH2:9][CH2:8][C:7]([O:11][CH3:12])=[O:10])[CH:19]=[C:18]2[C:26]1[N:34]([S:35]([C:38]2[CH:39]=[CH:40][C:41]([CH3:44])=[CH:42][CH:43]=2)(=[O:37])=[O:36])[C:29]2=[N:30][CH:31]=[CH:32][CH:33]=[C:28]2[CH:27]=1 |f:0.1.2|. Reported procedure: 0.34 g of potassium carbonate and 0.243 ml of methyl acrylate are added, dropwise, to a solution of 1 g of 2-(5,6-dimethoxy-1H-indol-3-yl]-1-(toluene-4-sulfonyl)-1H-pyrrolo[2,3-b]pyridine in 20 ml of anhydrous dimethylformamide, under an inert argon atmosphere at a temperature in the region of 20° C. The reaction medium is agitated at the same temperature for 16 hours. 20 ml of water and 20 ml of ethyl acetate are added. After separation by settling out, the organic phase is dried over sodium su... Starting materials: COC1=C(C(=O)Cl)C(=CC=C1)OC (2,6-Dimethoxybenzoyl chloride), NC1=NNC=N1 (3-amino-1H-1,2,4-triazole). Product: N1N=C(N=C1)NC(C1=C(C=CC=C1OC)OC)=O (N-(1H-1,2,4-triazol-3-yl)-2,6-dimethoxybenzamide). RXN SMILES: [CH3:1][O:2][C:3]1[CH:11]=[CH:10][CH:9]=[C:8]([O:12][CH3:13])[C:4]=1[C:5](Cl)=[O:6].[NH2:14][C:15]1[N:19]=[CH:18][NH:17][N:16]=1>>[NH:17]1[CH:18]=[N:19][C:15]([NH:14][C:5](=[O:6])[C:4]2[C:3]([O:2][CH3:1])=[CH:11][CH:10]=[CH:9][C:8]=2[O:12][CH3:13])=[N:16]1. Reported procedure: 2,6-Dimethoxybenzoyl chloride was reacted with 3-amino-1H-1,2,4-triazole according to the procedure of Example 118 to provide N-(1H-1,2,4-triazol-3-yl)-2,6-dimethoxybenzamide. Reactants: O=C(OCc1ccccc1)C(C(=O)OCc1ccccc1)c1ccncc1[N+](=O)[O-], CS(C)=O, [Cl-], [Li+], O. Yields the product O=C(Cc1ccncc1[N+](=O)[O-])OCc1ccccc1. As a reaction SMILES: [CH2:1]([c:2]1[cH:3][cH:4][cH:5][cH:6][cH:7]1)[O:8][C:9]([CH:10]([C:11]([O:12][CH2:13][c:14]1[cH:15][cH:16][cH:17][cH:18][cH:19]1)=[O:20])[c:21]1[c:22]([N+:27](=[O:28])[O-:29])[cH:23][n:24][cH:25][cH:26]1)=[O:30].[CH3:33][S:34]([CH3:35])=[O:36].[Cl-:32].[Li+:31].[OH2:37]>>[CH2:1]([c:2]1[cH:3][cH:4][cH:5][cH:6][cH:7]1)[O:8][C:9]([CH2:10][c:21]1[c:22]([N+:27](=[O:28])[O-:29])[cH:23][n:24][cH:25][cH:26]1)=[O:30].